From a dataset of the Open Reaction Database (ORD), a public repository of structured organic reaction records. describe an organic reaction: reactants, conditions, products, and yield Starting materials: C(C)(=O)NC=1C=C(C=CC1)B(O)O (3-acetamidobenzeneboronic acid), C(C1=CC=CC=C1)(C1=CC=CC=C1)N1C(=CC2=CC(=CC=C12)Br)C(=O)O (1-benzhydryl-5-bromo-1H-indole-2-carboxylic acid). The product is C(C)(=O)NC=1C=C(C=CC1)C=1C=C2C=C(N(C2=CC1)C(C1=CC=CC=C1)C1=CC=CC=C1)C(=O)O (5-[3-(Acetylamino)phenyl]-1-benzhydryl-1H-indole-2-carboxylic Acid). RXN SMILES: [C:1]([NH:4][C:5]1[CH:6]=[C:7](B(O)O)[CH:8]=[CH:9][CH:10]=1)(=[O:3])[CH3:2].[CH:14]([N:27]1[C:35]2[C:30](=[CH:31][C:32](Br)=[CH:33][CH:34]=2)[CH:29]=[C:28]1[C:37]([OH:39])=[O:38])([C:21]1[CH:26]=[CH:25][CH:24]=[CH:23][CH:22]=1)[C:15]1[CH:20]=[CH:19][CH:18]=[CH:17][CH:16]=1>>[C:1]([NH:4][C:5]1[CH:6]=[C:7]([C:32]2[CH:31]=[C:30]3[C:35](=[CH:34][CH:33]=2)[N:27]([CH:14]([C:21]2[CH:26]=[CH:25][CH:24]=[CH:23][CH:22]=2)[C:15]2[CH:20]=[CH:19][CH:18]=[CH:17][CH:16]=2)[C:28]([C:37]([OH:39])=[O:38])=[CH:29]3)[CH:8]=[CH:9][CH:10]=1)(=[O:3])[CH3:2]. Procedure details: The title compound was prepared according to the procedure described in Example 109 except that 3-acetamidobenzeneboronic acid and 1-benzhydryl-5-bromo-1H-indole-2-carboxylic acid were used. Procedure: A warm solution of 6.02 g (49.3 mM) ethoxymethylenemalononitrile in 20 ml of ethanol was added via a cannula to a stirred solution of 6.04 g (59.1 mM)n- pentylhydrazine in 20 ml of ethanol at 50° C. The reaction mixture was then heated to reflux for 30 minutes, then cooled in a refrigerator for 18 hours. The off-white crystalline precipitate was filtered to yield 7.73 g (88%) of the title compound, mp=143°-144° C.; tlc, Rf =0.5, silica gel, methanol:chloroform (1:19). As a reaction SMILES: C(O[CH:4]=[C:5]([C:8]#[N:9])[C:6]#[N:7])C.[CH2:10]([NH:15][NH2:16])[CH2:11][CH2:12][CH2:13][CH3:14]>C(O)C>[NH2:9][C:8]1[N:15]([CH2:10][CH2:11][CH2:12][CH2:13][CH3:14])[N:16]=[CH:4][C:5]=1[C:6]#[N:7]. The solvent is C(C)O (ethanol), C(C)O (ethanol). Yields the product NC1=C(C=NN1CCCCC)C#N (5-Amino-4-cyano-1-(n-pentyl)pyrazole). The reactants are C(C)OC=C(C#N)C#N (ethoxymethylenemalononitrile), C(CCCC)NN (n- pentylhydrazine). Yield: 88.0%. Starting materials: CC1(C)CC(c2cccc(Br)c2)Nc2ccc(C(F)(F)F)cc21, O=C([O-])[O-], CS(C)=O, [Cu]I, [K+], [K+], CC(C)(N)C(=O)O. Product: CC(C)(Nc1cccc(C2CC(C)(C)c3cc(C(F)(F)F)ccc3N2)c1)C(=O)O. As a reaction SMILES: [Br:1][c:2]1[cH:3][c:4]([CH:8]2[NH:9][c:10]3[cH:11][cH:12][c:13]([C:20]([F:21])([F:22])[F:23])[cH:14][c:15]3[C:16]([CH3:18])([CH3:19])[CH2:17]2)[cH:5][cH:6][cH:7]1.[C:31](=[O:32])([O-:33])[O-:34].[CH3:37][S:38](=[O:39])[CH3:40].[Cu:41][I:42].[K+:35].[K+:36].[NH2:24][C:25]([C:26](=[O:27])[OH:28])([CH3:29])[CH3:30]>>[c:2]1([NH:24][C:25]([C:26](=[O:27])[OH:28])([CH3:29])[CH3:30])[cH:3][c:4]([CH:8]2[NH:9][c:10]3[cH:11][cH:12][c:13]([C:20]([F:21])([F:22])[F:23])[cH:14][c:15]3[C:16]([CH3:18])([CH3:19])[CH2:17]2)[cH:5][cH:6][cH:7]1. The reactants are O=C(O)CCCC=CC1CC(NS(=O)(=O)c2ccc(Cl)cc2)CN1S(=O)(=O)c1ccc(Cl)cc1, CO, O=S(Cl)Cl. Yields the product COC(=O)CCCC=CC1CC(NS(=O)(=O)c2ccc(Cl)cc2)CN1S(=O)(=O)c1ccc(Cl)cc1. As a reaction SMILES: [C:5](=[O:6])([OH:7])[CH2:8][CH2:9][CH2:10][CH:11]=[CH:12][CH:13]1[N:14]([S:29](=[O:30])(=[O:31])[c:32]2[cH:33][cH:34][c:35]([Cl:38])[cH:36][cH:37]2)[CH2:15][CH:16]([NH:18][S:19](=[O:20])(=[O:21])[c:22]2[cH:23][cH:24][c:25]([Cl:28])[cH:26][cH:27]2)[CH2:17]1.[CH3:39][OH:40].[S:1]([Cl:2])([Cl:3])=[O:4]>>[C:5](=[O:6])([O:7][CH3:39])[CH2:8][CH2:9][CH2:10][CH:11]=[CH:12][CH:13]1[N:14]([S:29](=[O:30])(=[O:31])[c:32]2[cH:33][cH:34][c:35]([Cl:38])[cH:36][cH:37]2)[CH2:15][CH:16]([NH:18][S:19](=[O:20])(=[O:21])[c:22]2[cH:23][cH:24][c:25]([Cl:28])[cH:26][cH:27]2)[CH2:17]1.